This data is from the Open Reaction Database (ORD), a public repository of structured organic reaction records. The task is: describe an organic reaction: reactants, conditions, products, and yield Reactants: CC(=O)Cl, ClCCl, c1ccncc1, Cc1cc(C)nc(NS(=O)(=O)c2ccc(NCc3nc4ccccc4[nH]3)cc2)n1. The product is CC(=O)N(Cc1nc2ccccc2[nH]1)c1ccc(S(=O)(=O)Nc2nc(C)cc(C)n2)cc1. Reaction SMILES: [CH3:30][C:31]([Cl:32])=[O:33].[Cl:40][CH2:41][Cl:42].[cH:34]1[cH:35][cH:36][n:37][cH:38][cH:39]1.[nH:1]1[c:2]([CH2:10][NH:11][c:12]2[cH:13][cH:14][c:15]([S:18](=[O:19])(=[O:20])[NH:21][c:22]3[n:23][c:24]([CH3:29])[cH:25][c:26]([CH3:28])[n:27]3)[cH:16][cH:17]2)[n:3][c:4]2[c:5]1[cH:6][cH:7][cH:8][cH:9]2>>[nH:1]1[c:2]([CH2:10][N:11]([c:12]2[cH:13][cH:14][c:15]([S:18](=[O:19])(=[O:20])[NH:21][c:22]3[n:23][c:24]([CH3:29])[cH:25][c:26]([CH3:28])[n:27]3)[cH:16][cH:17]2)[C:31]([CH3:30])=[O:33])[n:3][c:4]2[c:5]1[cH:6][cH:7][cH:8][cH:9]2. Reactants: [H-].[H-].[H-].[H-].[Li+].[Al+3] (LAH), O1CCC2=C1C=CC=C2[C@H]2[C@@H](C2)C=O ((±)-(trans)- 2-(2,3-dihydrobenzofuran-4-yl)-cyclopropanecarboxaldehyde), Cl.NO (hydroxylamine hydrochloride), [OH-].[Na+] (NaOH), Cl (HCl). Solvent: C1CCOC1 (THF), O (water), C(C)O (ethanol), O (water), C(C)(=O)OCC (ethyl acetate). Conditions: time 2 hour. Product: O1CCC2=C1C=CC=C2[C@H]2[C@@H](C2)CN ((±)-(trans)-2-(2,3-dihydrobenzofuran-4-yl)cyclopropanemethanamine). Isolated yield 31.7%. As a reaction SMILES: [O:1]1[C:5]2[CH:6]=[CH:7][CH:8]=[C:9]([C@@H:10]3[CH2:12][C@H:11]3[CH:13]=O)[C:4]=2[CH2:3][CH2:2]1.Cl.[NH2:16]O.[OH-].[Na+].[H-].[H-].[H-].[H-].[Li+].[Al+3].Cl>O.C(OCC)(=O)C.C1COCC1.C(O)C>[O:1]1[C:5]2[CH:6]=[CH:7][CH:8]=[C:9]([C@@H:10]3[CH2:12][C@H:11]3[CH2:13][NH2:16])[C:4]=2[CH2:3][CH2:2]1 |f:1.2,3.4,5.6.7.8.9.10|. Procedure details: A solution of (±)-(trans)- 2-(2,3-dihydrobenzofuran-4-yl)-cyclopropanecarboxaldehyde (2.6 g, 15 mmol), hydroxylamine hydrochloride (3.13 g, 45 mmol), ethanol (60 mL), water (40 mL), and 10N NaOH (4.5 mL, 45 mmol) was heated to reflux for 4 h. The solution was cooled to room temperature, diluted with water and ethyl acetate. The ethyl acetate layer was separated and washed sequentially with H2O and brine. The ethyl acetate extract was dried over K2CO3 and concentrated in vacuo. The residue was di... The reactants are C([O-])([O-])=O.[K+].[K+] (potassium carbonate), Cl.N12C[C@@H](C(CC1)CC2)C(=O)Cl ((3R)-Quinuclidine-3-carbonyl chloride hydrochloride), NC1=CC=C(C=C1)C1=CC=C(C=C1)[N+](=O)[O-] (4-amino-4′-nitrobiphenyl), O1CCOCC1 (dioxane). The solvent is CN(C)C=O (DMF). Reaction conditions: temperature 100 celsius, time 18 hour. Product: Cl.[N+](=O)([O-])C1=CC=C(C=C1)C1=CC=C(C=C1)NC(=O)[C@H]1CN2CCC1CC2 ((3R)—N-(4′-Nitrobiphenyl-4-yl)quinuclidine-3-carboxamide hydrochloride). RXN SMILES: C(=O)([O-])[O-].[K+].[K+].Cl.[N:8]12[CH2:15][CH2:14][CH:11]([CH2:12][CH2:13]1)[C@@H:10]([C:16]([Cl:18])=[O:17])[CH2:9]2.[NH2:19][C:20]1[CH:25]=[CH:24][C:23]([C:26]2[CH:31]=[CH:30][C:29]([N+:32]([O-:34])=[O:33])=[CH:28][CH:27]=2)=[CH:22][CH:21]=1.O1CCOCC1>CN(C=O)C>[ClH:18].[N+:32]([C:29]1[CH:28]=[CH:27][C:26]([C:23]2[CH:24]=[CH:25][C:20]([NH:19][C:16]([C@@H:10]3[CH:11]4[CH2:14][CH2:15][N:8]([CH2:13][CH2:12]4)[CH2:9]3)=[O:17])=[CH:21][CH:22]=2)=[CH:31][CH:30]=1)([O-:34])=[O:33] |f:0.1.2,3.4,8.9|. Procedure: 480 mg (3.50 mmol) of potassium carbonate are added to a mixture, prepared under argon, of 490 mg (2.33 mmol) of (3R)-quinuclidine-3-carbonyl chloride hydrochloride (Example 5A) and 250 mg (1.17 mmol) of 4-amino-4′-nitrobiphenyl in 11 ml of a 10:1 mixture of dioxane and DMF. The reaction mixture is stirred at 100° C. for 18 h and then concentrated. The residue is suspended in methanol and filtered. The filtration residue is washed with water, mixed with 20 ml of a 3:1 mixture of acetonitrile and... Starting materials: N1C(CCC1)=O.[Na] (sodium pyrrolidone), ClC1=C(C=C(C(=C1[N+](=O)[O-])N(CC)CC)[N+](=O)[O-])C(F)(F)F (2-chloro-4-diethylamino-3,5-dinitrobenzotrifluoride). The solvent is CN(C)C=O (DMF). Yields the product C(C)N(C=1C(=C(C(=CC1[N+](=O)[O-])C(F)(F)F)N1C(CCC1)=O)[N+](=O)[O-])CC (N-(3-Diethylamino-2, 4Dinitro-6-Trifluoromethylphenyl)-Pyrrolidone). The yield is 5.0%. As a reaction SMILES: [NH:1]1[CH2:5][CH2:4][CH2:3][C:2]1=[O:6].[Na].Cl[C:9]1[C:14]([N+:15]([O-:17])=[O:16])=[C:13]([N:18]([CH2:21][CH3:22])[CH2:19][CH3:20])[C:12]([N+:23]([O-:25])=[O:24])=[CH:11][C:10]=1[C:26]([F:29])([F:28])[F:27]>CN(C=O)C>[CH2:21]([N:18]([CH2:19][CH3:20])[C:13]1[C:12]([N+:23]([O-:25])=[O:24])=[C:11]([N:1]2[CH2:5][CH2:4][CH2:3][C:2]2=[O:6])[C:10]([C:26]([F:29])([F:28])[F:27])=[CH:9][C:14]=1[N+:15]([O-:17])=[O:16])[CH3:22] |f:0.1,^1:6|. Procedure details: The residue, which contained sodium pyrrolidone, was cooled to 40°, and a solution of 34.2 g of 2-chloro-4-diethylamino-3,5-dinitrobenzotrifluoride (0.1 m) in 50 cc of DMF was added in 0.5 hr. at 40°-46°. The reaction mixture was heated at 112°-115° for 21.5 hr., cooled, and partitioned between 100 cc of tolune and 200 cc of water. The toluene phase was given 5 × 100 cc water washes, and the toluene was removed by rotary evaporation, leaving 21.0 g of residue. The residue then was vacuum distill... The reactants are C1CN2CCN1CC2 (DABCO), ClC1=NC=CC=C1N=C(CC1=CC=C(C=C1)F)C1=NC(=NC=C1)SC ((2-Chloro-pyridin-3-yl)-[2-(4-fluoro-phenyl)-1-(2-methylthio-pyrimidin-4-yl)-ethylidene]-amine), O (water). The reagents and catalysts are Cl[Pd]([P](C1=CC=CC=C1)(C2=CC=CC=C2)C3=CC=CC=C3)([P](C4=CC=CC=C4)(C5=CC=CC=C5)C6=CC=CC=C6)Cl (bis(triphenylphosphine)palladium dichloride). Solvent: CN(C=O)C (dimethylformamide). Conditions: temperature 120 celsius, time 4 hour. Yields the product FC1=CC=C(C=C1)C1=C(NC=2C1=NC=CC2)C2=NC(=NC=C2)SC (3-(4-Fluoro-phenyl)-2-(2-methylthio-pyrimidin-4-yl)-1H-pyrrolo[3,2-b]pyridine). Isolated yield 80.9%. RXN SMILES: Cl[C:2]1[C:7]([N:8]=[C:9]([C:18]2[CH:23]=[CH:22][N:21]=[C:20]([S:24][CH3:25])[N:19]=2)[CH2:10][C:11]2[CH:16]=[CH:15][C:14]([F:17])=[CH:13][CH:12]=2)=[CH:6][CH:5]=[CH:4][N:3]=1.C1N2CCN(CC2)C1.O>CN(C)C=O.Cl[Pd](Cl)([P](C1C=CC=CC=1)(C1C=CC=CC=1)C1C=CC=CC=1)[P](C1C=CC=CC=1)(C1C=CC=CC=1)C1C=CC=CC=1>[F:17][C:14]1[CH:15]=[CH:16][C:11]([C:10]2[C:2]3=[N:3][CH:4]=[CH:5][CH:6]=[C:7]3[NH:8][C:9]=2[C:18]2[CH:23]=[CH:22][N:21]=[C:20]([S:24][CH3:25])[N:19]=2)=[CH:12][CH:13]=1 |^1:42,61|. Reported procedure: 6.5 g (14.7 mmoles) of (2-Chloro-pyridin-3-yl)-[2-(4-fluoro-phenyl)-1-(2-methylthio-pyrimidin-4-yl)-ethylidene]-amine is dissolved in 60 mL of dimethylformamide under nitrogen. 6.2 g of DABCO (52 mmoles) and 0.5 g of bis(triphenylphosphine)palladium dichloride are subsequently added to the reaction mixture which is stirred for 4 hours at 120° C. The cooled reaction mixture is then poured into water and extracted with ethyl acetate. The organic phase is washed with water and dried over magnesium ... Starting materials: [OH-].[Na+] (sodium hydroxide), C1(=CC=CC=C1)OC1=CC=CC=C1 (diphenyl ether), Cl (Hydrochloric acid), C(C1=CC=CC=C1)(=O)Cl (benzoyl chloride), [Cl-].[Al+3].[Cl-].[Cl-] (aluminum chloride), [Cl-].[Al+3].[Cl-].[Cl-] (aluminum chloride). The solvent is ClC1=C(C=CC=C1)Cl (o-dichlorobenzene). Run at time 2 hour. Product: O(C1=C(C(=O)C2=CC=CC=C2)C=CC=C1)C1=C(C(=O)C2=CC=CC=C2)C=CC=C1 (oxydibenzophenone). Reaction SMILES: [C:1]1([O:7][C:8]2[CH:13]=[CH:12][CH:11]=[CH:10][CH:9]=2)[CH:6]=[CH:5][CH:4]=[CH:3][CH:2]=1.[C:14](Cl)(=[O:21])[C:15]1[CH:20]=[CH:19][CH:18]=[CH:17][CH:16]=1.[Cl-].[Al+3].[Cl-].[Cl-].Cl.[OH-:28].[Na+]>ClC1C=CC=CC=1Cl>[O:7]([C:1]1[CH:2]=[CH:3][CH:4]=[CH:5][C:6]=1[C:14]([C:15]1[CH:20]=[CH:19][CH:18]=[CH:17][CH:16]=1)=[O:28])[C:8]1[CH:9]=[CH:10][CH:11]=[CH:12][C:13]=1[C:14]([C:15]1[CH:20]=[CH:19][CH:18]=[CH:17][CH:16]=1)=[O:21] |f:2.3.4.5,7.8|. Procedure details: In a similar manner to that described in the previous example, 89.96 g (0.5285 moles) of diphenyl ether and 122.7 ml (148.58 g, 1.057 moles) benzoyl chloride were dissolved in 1000 ml of o-dichlorobenzene. In 10-20 gram portions, 222 g (1.665 moles) of aluminum chloride were added under stirring. Hydrochloric acid generated during the reaction was swept out with nitrogen and neutralized with aqueous sodium hydroxide solution. After the complete addition of aluminum chloride, the temperature was ...